This data is from the Open Reaction Database (ORD), a public repository of structured organic reaction records. The task is: describe an organic reaction: reactants, conditions, products, and yield Reactants: NC1=CC(=C(C=C1[N+](=O)[O-])C1=CC=C(C=C1)C#N)F (4′-amino-2′-fluoro-5′-nitrobiphenyl-4-carbonitrile), [Cl-].[NH4+] (ammonium chloride). Reagents/catalysts: [Zn] (zinc). Solvent: CO (methanol). Reaction conditions: time 3 hour. Product: NC1=CC(=C(C=C1N)C1=CC=C(C=C1)C#N)F (4′,5′-Diamino-2′-fluorobiphenyl-4-carbonitrile). Yield: 99.0%. As a reaction SMILES: [NH2:1][C:2]1[C:7]([N+:8]([O-])=O)=[CH:6][C:5]([C:11]2[CH:16]=[CH:15][C:14]([C:17]#[N:18])=[CH:13][CH:12]=2)=[C:4]([F:19])[CH:3]=1.[Cl-].[NH4+]>CO.[Zn]>[NH2:1][C:2]1[C:7]([NH2:8])=[CH:6][C:5]([C:11]2[CH:12]=[CH:13][C:14]([C:17]#[N:18])=[CH:15][CH:16]=2)=[C:4]([F:19])[CH:3]=1 |f:1.2|. Procedure details: To a mixture of 4′-amino-2′-fluoro-5′-nitrobiphenyl-4-carbonitrile (Preparation 90, 0.5 g, 2 mmol) and zinc dust (0.78 g, 12 mmol) in methanol (10 mL) was added ammonium chloride (0.41 g, 8 mmol) and the reaction was stirred at room temperature for 3 hours. The reaction was filtered through celite washing through with methanol (40 mL). The filtrate was concentrated to afford a solid that was purified using silica gel column chromatography eluting with EtOAc:heptanes 1:1 to afford the title compo... The reactants are O=C1OC2(CCN(C(=O)c3c[nH]c4cc(Cl)ccc34)CC2)c2ccc(Br)cc21, O=C(Cl)c1cccc(F)c1F. The product is O=C1OC2(CCN(C(=O)c3cn(C(=O)c4cccc(F)c4F)c4cc(Cl)ccc34)CC2)c2ccc(Br)cc21. Reaction SMILES: [Br:1][c:2]1[cH:3][c:4]2[c:5]([cH:27][cH:28]1)[C:6]1([O:7][C:8]2=[O:9])[CH2:10][CH2:11][N:12]([C:15](=[O:16])[c:17]2[cH:18][nH:19][c:20]3[cH:21][c:22]([Cl:26])[cH:23][cH:24][c:25]23)[CH2:13][CH2:14]1.[F:29][c:30]1[c:31]([C:32](=[O:33])[Cl:34])[cH:35][cH:36][cH:37][c:38]1[F:39]>>[Br:1][c:2]1[cH:3][c:4]2[c:5]([cH:27][cH:28]1)[C:6]1([O:7][C:8]2=[O:9])[CH2:10][CH2:11][N:12]([C:15](=[O:16])[c:17]2[cH:18][n:19]([C:32]([c:31]3[c:30]([F:29])[c:38]([F:39])[cH:37][cH:36][cH:35]3)=[O:33])[c:20]3[cH:21][c:22]([Cl:26])[cH:23][cH:24][c:25]23)[CH2:13][CH2:14]1. Reactants: O (water), Cl (hydrochloric acid), C(C)OC(=O)C1=CC=C2C=CC=CN2C1=O (3-ethoxycarbonyl-4H-quinolizin-4-one), [OH-].[Na+] (sodium hydroxide), O (water). Run in CO (methanol). Run at time 20 minute. The product is C=1C=C(C(N2C=CC=CC12)=O)C(=O)O (4H-quinolizin-4-one-3-carboxylic acid). The yield is 92.6%. Reaction SMILES: C([O:3][C:4]([C:6]1[C:15](=[O:16])[N:14]2[C:9]([CH:10]=[CH:11][CH:12]=[CH:13]2)=[CH:8][CH:7]=1)=[O:5])C.[OH-].[Na+].O.Cl>CO>[CH:8]1[CH:7]=[C:6]([C:4]([OH:5])=[O:3])[C:15](=[O:16])[N:14]2[C:9]=1[CH:10]=[CH:11][CH:12]=[CH:13]2 |f:1.2|. Reported procedure: To a solution of 3-ethoxycarbonyl-4H-quinolizin-4-one (2.17 g) in methanol (65.2 ml) was added dropwise 6 N aqueous sodium hydroxide (6.5 ml) at room temperature. After stirring for 20 minutes, water (10 ml) was added. After stirring for 20 minutes, water (30 ml) was also added. After stirring for an hour, the reaction mixture was acidified to pH 3 with 4N aqueous hydrochloric acid. The precipitate was filtered and washed with water to give 4H-quinolizin-4-one-3-carboxylic acid (1.75 g) as pale ... The reactants are COC([C@H](CC(C)C)N1C(C=C(C1)OC1=C(C(=CC=C1F)OC)F)=O)=O ((S)-2-[4-(2,6-difluoro-3-methoxy-phenoxy)-2-oxo-2,5-dihydro-pyrrol-1-yl]-4-methyl-pentanoic acid methyl ester), O.[OH-].[Li+] (lithium hydroxide monohydrate). Run in O1CCCC1 (tetrahydrofuran). Reaction conditions: temperature 5 celsius, time 3 hour. The product is FC1=C(OC2=CC(N(C2)[C@H](C(=O)O)CC(C)C)=O)C(=CC=C1OC)F ((S)-2-[4-(2,6-difluoro-3-methoxy-phenoxy)-2-oxo-2,5-dihydro-pyrrol-1-yl]-4-methyl-pentanoic acid). Isolated yield 59.7%. RXN SMILES: C[O:2][C:3](=[O:26])[C@@H:4]([N:9]1[CH2:13][C:12]([O:14][C:15]2[C:20]([F:21])=[CH:19][CH:18]=[C:17]([O:22][CH3:23])[C:16]=2[F:24])=[CH:11][C:10]1=[O:25])[CH2:5][CH:6]([CH3:8])[CH3:7].O.[OH-].[Li+]>O1CCCC1>[F:24][C:16]1[C:17]([O:22][CH3:23])=[CH:18][CH:19]=[C:20]([F:21])[C:15]=1[O:14][C:12]1[CH2:13][N:9]([C@@H:4]([CH2:5][CH:6]([CH3:8])[CH3:7])[C:3]([OH:26])=[O:2])[C:10](=[O:25])[CH:11]=1 |f:1.2.3|. Procedure details: To a solution containing (S)-2-[4-(2,6-difluoro-3-methoxy-phenoxy)-2-oxo-2,5-dihydro-pyrrol-1-yl]-4-methyl-pentanoic acid methyl ester (0.254 g, 0.001 mol) in tetrahydrofuran (10 mL) was treated with an aqueous solution of lithium hydroxide monohydrate (0.5N, 3 mL, 0.002 mol). The mixture was stirred at 5° C. for 3 h, and the solvents evaporated. The residue was dissolved in water and washed with diethyl ether, and the diethyl ether layer discarded. The aqueous phase was acidified with dilute hy... The reactants are CN(C)C=O, CCOCC, COc1ccc(F)cc1C(C)(C)CC1(C(F)(F)F)CO1, c1ccc2c(c1)NCCS2. The product is COc1ccc(F)cc1C(C)(C)CC(O)(CN1CCSc2ccccc21)C(F)(F)F. Reaction SMILES: [CH3:31][N:32]([CH3:33])[CH:34]=[O:35].[CH3:36][CH2:37][O:38][CH2:39][CH3:40].[F:1][c:2]1[cH:3][cH:4][c:5]([O:19][CH3:20])[c:6]([C:8]([CH2:9][C:10]2([C:13]([F:14])([F:15])[F:16])[O:11][CH2:12]2)([CH3:17])[CH3:18])[cH:7]1.[S:21]1[CH2:22][CH2:23][NH:24][c:25]2[c:26]1[cH:27][cH:28][cH:29][cH:30]2>>[F:1][c:2]1[cH:3][cH:4][c:5]([O:19][CH3:20])[c:6]([C:8]([CH2:9][C:10]([OH:11])([CH2:12][N:24]2[CH2:23][CH2:22][S:21][c:26]3[c:25]2[cH:30][cH:29][cH:28][cH:27]3)[C:13]([F:14])([F:15])[F:16])([CH3:17])[CH3:18])[cH:7]1. Starting materials: ester, C(=O)(OCC)C1N(CC2=CC(=C(C=C2C1)OC)OC)C (3-carboethoxy-6,7-dimethoxy-N-methyl-1,2,3,4-tetrahydroisoquinoline), iodoalkane, COC=1C=C(C=CC1OC)C(C#N)(CCCI)C(C)C (2-(3,4-dimethoxyphenyl)-2-isopropyl-2-(3-iodopropyl)acetonitrile). Yields the product alkylated tetrahydroisoquinoline ester, C(=O)(OCC)C1(N(CC2=CC(=C(C=C2C1)OC)OC)C)CCCC(C#N)(C(C)C)C1=CC(=C(C=C1)OC)OC (3-carboethoxy-3-[4-(3,4-dimethoxyphenyl)-4-isopropyl-4-cyanobutyl]-6,7-dimethoxy-N-methyl-1,2,3,4-tetrahydroisoquinoline). Reaction SMILES: [C:1]([CH:6]1[CH2:15][C:14]2[C:9](=[CH:10][C:11]([O:18][CH3:19])=[C:12]([O:16][CH3:17])[CH:13]=2)[CH2:8][N:7]1[CH3:20])([O:3][CH2:4][CH3:5])=[O:2].[CH3:21][O:22][C:23]1[CH:24]=[C:25]([C:31]([CH:38]([CH3:40])[CH3:39])([CH2:34][CH2:35][CH2:36]I)[C:32]#[N:33])[CH:26]=[CH:27][C:28]=1[O:29][CH3:30]>>[C:1]([C:6]1([CH2:36][CH2:35][CH2:34][C:31]([C:25]2[CH:26]=[CH:27][C:28]([O:29][CH3:30])=[C:23]([O:22][CH3:21])[CH:24]=2)([CH:38]([CH3:40])[CH3:39])[C:32]#[N:33])[CH2:15][C:14]2[C:9](=[CH:10][C:11]([O:18][CH3:19])=[C:12]([O:16][CH3:17])[CH:13]=2)[CH2:8][N:7]1[CH3:20])([O:3][CH2:4][CH3:5])=[O:2]. Procedure details: The resulting ester of formula 31 is then treated with an iodoalkane of formula 22 (see Scheme III, step 2) in the presence of a strong base to form an alkylated tetrahydroisoquinoline ester of formula 32. For example, 3-carboethoxy-6,7-dimethoxy-N-methyl-1,2,3,4-tetrahydroisoquinoline (31) is added to a solution of LDA in THF at -70° C. and allowed to stand for 5-60 minutes, preferably about 10 minutes. To this reaction mixture is then added 2-(3,4-dimethoxyphenyl)-2-isopropyl-2-(3-iodopropyl)a...